Dataset: the Open Reaction Database (ORD), a public repository of structured organic reaction records. Task: describe an organic reaction: reactants, conditions, products, and yield Starting materials: NC(=O)C1=C(C(=C(OCCCOC=2C(=C(OCC(=O)OCC)C=CC2)CCC)C=C1)CC1CC1)O (Ethyl [3-[3-[4-(aminocarbonyl)-2-(cyclopropylmethyl)-3-hydroxyphenoxy]propoxy]-2-propylphenoxy]acetate), crude product, C(C)(=O)OCC.CCCCCC (ethyl acetate hexane). Product: C(C)OC(COC1=C(C(=CC=C1)OCCCOC1=C(C(=C(C=C1)C(=O)N)OC)CC1CC1)CCC)=O (Ethyl[3-[3-[4-(aminocarbonyl)-2-(cyclopropylmethyl)-3-methoxyphenoxy]propoxy]-2-propylphenoxy]acetate). RXN SMILES: [NH2:1][C:2]([C:4]1[CH:30]=[CH:29][C:7]([O:8][CH2:9][CH2:10][CH2:11][O:12][C:13]2[C:14]([CH2:26][CH2:27][CH3:28])=[C:15]([CH:23]=[CH:24][CH:25]=2)[O:16][CH2:17][C:18]([O:20][CH2:21][CH3:22])=[O:19])=[C:6]([CH2:31][CH:32]2[CH2:34][CH2:33]2)[C:5]=1[OH:35])=[O:3].[C:36](OCC)(=O)C.CCCCCC>>[CH2:21]([O:20][C:18](=[O:19])[CH2:17][O:16][C:15]1[CH:23]=[CH:24][CH:25]=[C:13]([O:12][CH2:11][CH2:10][CH2:9][O:8][C:7]2[CH:29]=[CH:30][C:4]([C:2]([NH2:1])=[O:3])=[C:5]([O:35][CH3:36])[C:6]=2[CH2:31][CH:32]2[CH2:33][CH2:34]2)[C:14]=1[CH2:26][CH2:27][CH3:28])[CH3:22] |f:1.2|. Procedure details: The compound of Example 70 is exposed to the conditions described in Example 25. Chromatography of the crude product on silica gel using ethyl acetate/hexane, (3:7) as eluant affords the product. Reactants: COC=1C=C2CC[C@H]([C@@H](C2=CC1)C1=CC=CC=C1)OS(=O)(=O)C1=CC=C(C=C1)C (trans-6-methoxy-1-phenyl-2-(4-methylbenzenesulfonyl)oxy-1,2,3,4-tetrahydronaphthalene), [N-]=[N+]=[N-].[Na+] (sodium azide), C1COCCOCCOCCOCCO1 (15-crown-5), ice water. Solvent: CN(C=O)C (N,N-dimethylformamide). The product is N(=[N+]=[N-])[C@@H]1[C@@H](C2=CC=C(C=C2CC1)OC)C1=CC=CC=C1 (cis-2-azido-6-methoxy-1-phenyl-1,2,3,4-tetrahydronaphthalene). The yield is 58.1%. As a reaction SMILES: [CH3:1][O:2][C:3]1[CH:4]=[C:5]2[C:10](=[CH:11][CH:12]=1)[C@@H:9]([C:13]1[CH:18]=[CH:17][CH:16]=[CH:15][CH:14]=1)[C@H:8](OS(C1C=CC(C)=CC=1)(=O)=O)[CH2:7][CH2:6]2.[N-:30]=[N+:31]=[N-:32].[Na+].C1OCCOCCOCCOCCOC1>CN(C)C=O>[N:30]([C@H:8]1[CH2:7][CH2:6][C:5]2[C:10](=[CH:11][CH:12]=[C:3]([O:2][CH3:1])[CH:4]=2)[C@H:9]1[C:13]1[CH:18]=[CH:17][CH:16]=[CH:15][CH:14]=1)=[N+:31]=[N-:32] |f:1.2|. Reported procedure: A N,N-dimethylformamide solution (50 mL) of crude trans-6-methoxy-1-phenyl-2-(4-methylbenzenesulfonyl)oxy-1,2,3,4-tetrahydronaphthalene 30 (3.4 g), sodium azide (3.78 g, 58.3 mmol) and 15-crown-5 (6.61 mL, 33.2 mmol) was heated at 75° C. for 7 h. The reaction mixture was poured into ice water (200 mL), and the product was extracted into diethyl ether (3×50 mL). The organic extracts were combined and washed successively with water (4×100 mL) and a saturated aqueous solution of sodium chloride, an... Reactants: Cl.C(C1=CC=CC=C1)OC1=C2CCCC(C2=CC=C1)C(=O)N(CC=1C=NNC1)C=1C=NC(=CC1)C(C)C (5-benzyloxy-N-(6-isopropylpyridin-3-yl)-N-[(pyrazol-4-yl)methyl]-1,2,3,4-tetrahydronaphthalene-1-carboxamide hydrochloride), ClCC1=NC=C(C=C1)CC (2-chloromethyl-5-ethylpyridine). Product: C(C1=CC=CC=C1)OC1=C2CCCC(C2=CC=C1)C(=O)N(C=1C=NC(=CC1)C(C)C)CC=1C=NN(C1)CC1=NC=C(C=C1)CC (5-benzyloxy-N-({1-[(5-ethylpyridin-2-yl)methyl]pyrazol-4-yl}methyl)-N-(6-isopropylpyridin-3-yl)-1,2,3,4-tetrahydronaphthalene-1-carboxamide). Yield: 82.9%. As a reaction SMILES: Cl.[CH2:2]([O:9][C:10]1[CH:19]=[CH:18][CH:17]=[C:16]2[C:11]=1[CH2:12][CH2:13][CH2:14][CH:15]2[C:20]([N:22]([C:29]1[CH:30]=[N:31][C:32]([CH:35]([CH3:37])[CH3:36])=[CH:33][CH:34]=1)[CH2:23][C:24]1[CH:25]=[N:26][NH:27][CH:28]=1)=[O:21])[C:3]1[CH:8]=[CH:7][CH:6]=[CH:5][CH:4]=1.Cl[CH2:39][C:40]1[CH:45]=[CH:44][C:43]([CH2:46][CH3:47])=[CH:42][N:41]=1>>[CH2:2]([O:9][C:10]1[CH:19]=[CH:18][CH:17]=[C:16]2[C:11]=1[CH2:12][CH2:13][CH2:14][CH:15]2[C:20]([N:22]([CH2:23][C:24]1[CH:25]=[N:26][N:27]([CH2:39][C:40]2[CH:45]=[CH:44][C:43]([CH2:46][CH3:47])=[CH:42][N:41]=2)[CH:28]=1)[C:29]1[CH:30]=[N:31][C:32]([CH:35]([CH3:37])[CH3:36])=[CH:33][CH:34]=1)=[O:21])[C:3]1[CH:8]=[CH:7][CH:6]=[CH:5][CH:4]=1 |f:0.1|. Procedure: By the reaction and treatment in the same manner as in Example 271 using 5-benzyloxy-N-(6-isopropylpyridin-3-yl)-N-[(pyrazol-4-yl)methyl]-1,2,3,4-tetrahydronaphthalene-1-carboxamide hydrochloride (0.78 g) and 2-chloromethyl-5-ethylpyridine (0.58 g) as starting materials, 5-benzyloxy-N-({1-[(5-ethylpyridin-2-yl)methyl]pyrazol-4-yl}methyl)-N-(6-isopropylpyridin-3-yl)-1,2,3,4-tetrahydronaphthalene-1-carboxamide (0.75 g) was obtained. The reactants are CC#N, O=Cc1ccccc1, CC(C)(C)OC(=O)N1C=CCC1, Nc1ccccc1. Yields the product CC(C)(C)OC(=O)N1CCC2C(c3ccccc3)Nc3ccccc3C21. RXN SMILES: [CH3:28][C:29]#[N:30].[CH:1](=[O:2])[c:3]1[cH:4][cH:5][cH:6][cH:7][cH:8]1.[N:16]1([C:21](=[O:22])[O:23][C:24]([CH3:25])([CH3:26])[CH3:27])[CH2:17][CH2:18][CH:19]=[CH:20]1.[NH2:9][c:10]1[cH:11][cH:12][cH:13][cH:14][cH:15]1>>[CH:1]1([c:3]2[cH:4][cH:5][cH:6][cH:7][cH:8]2)[NH:9][c:10]2[c:11]([cH:12][cH:13][cH:14][cH:15]2)[CH:20]2[N:16]([C:21](=[O:22])[O:23][C:24]([CH3:25])([CH3:26])[CH3:27])[CH2:17][CH2:18][CH:19]12. Reactants: Cl (HCl), [OH-].[Na+] (NaOH), Cl.N[C@H](C(=O)O)C1(CCCCC1)C ((2S)-amino(1-methylcyclohexyl)acetic acid hydrochloride), C1(=CC=CC=C1)[C@@H](N)CO ((R)-(−)-2-phenylglycinol), C[Si](C)(C)C#N (trimethylsilylcyanide). Solvent: C(Cl)Cl (DCM), [Cl-].[Na+].O (Brine), C(Cl)(Cl)Cl (CHCl3). Conditions: temperature 0 celsius, time 1 hour. The product is OC[C@@H](C1=CC=CC=C1)N[C@@H](C#N)C1(CCCCC1)C ((2R)-{[(1R)-2-hydroxy-1-phenylethyl]amino}(1-methylcyclohexyl)acetonitrile). The yield is 24.9%. Reaction SMILES: Cl.[NH2:2][C@@H:3]([C:7]1([CH3:13])[CH2:12][CH2:11][CH2:10][CH2:9][CH2:8]1)[C:4](O)=O.[C:14]1([C@H:20]([CH2:22][OH:23])N)[CH:19]=[CH:18][CH:17]=[CH:16][CH:15]=1.C[Si](C#[N:29])(C)C.Cl.[OH-].[Na+]>C(Cl)(Cl)Cl.[Cl-].[Na+].O.C(Cl)Cl>[OH:23][CH2:22][C@H:20]([NH:2][C@H:3]([C:7]1([CH3:13])[CH2:12][CH2:11][CH2:10][CH2:9][CH2:8]1)[C:4]#[N:29])[C:14]1[CH:19]=[CH:18][CH:17]=[CH:16][CH:15]=1 |f:0.1,5.6,8.9.10|. Procedure details: To a solution of (2S)-amino(1-methylcyclohexyl)acetic acid hydrochloride (9.3 g, 73.7 mmol) in CHCl3 (700 mL) was added (R)-(−)-2-phenylglycinol (10.1 g, 73.7 mmol). After stirring for 1 h, the mixture was cooled to 0° C. and trimethylsilylcyanide (19.65 mL, 147.4 mmol) was added. The reaction was then warmed to RT and stirred for 2 d. Brine was then added and the mixture was extracted with DCM. The organic layer was dried over MgSO4 and the solvent was removes in vacuo to yield 28 g of crude si... Reactants: CCOC(=O)c1c(-c2cccc(Cl)c2Cl)csc1N, CC(=O)O, O=C1OC(=O)c2ccccc21. Product: CCOC(=O)c1c(-c2cccc(Cl)c2Cl)csc1N1C(=O)c2ccccc2C1=O. RXN SMILES: [CH2:1]([CH3:2])[O:3][C:4](=[O:5])[c:6]1[c:7]([NH2:19])[s:8][cH:9][c:10]1-[c:11]1[c:12]([Cl:18])[c:13]([Cl:17])[cH:14][cH:15][cH:16]1.[CH3:31][C:32](=[O:33])[OH:34].[O:20]=[C:21]1[O:22][C:23](=[O:24])[c:25]2[cH:26][cH:27][cH:28][cH:29][c:30]21>>[CH2:1]([CH3:2])[O:3][C:4](=[O:5])[c:6]1[c:7]([N:19]2[C:21](=[O:20])[c:30]3[c:25]([cH:26][cH:27][cH:28][cH:29]3)[C:23]2=[O:22])[s:8][cH:9][c:10]1-[c:11]1[c:12]([Cl:18])[c:13]([Cl:17])[cH:14][cH:15][cH:16]1. Reactants: 3-iodine 9-phenylcarbazole, C1(=CC=CC=C1)N(C1=CC=C(C=C1)NC1=CC=CC=C1)C1=CC=CC=C1 (N-(4-diphenylaminophenyl)-N-phenylamine), CC(C)([O-])C.[Na+] (sodium tert-butoxide). Reagents/catalysts: [Pd].C(C1=CC=CC=C1)=CC(=O)C=CC1=CC=CC=C1.C(C1=CC=CC=C1)=CC(=O)C=CC1=CC=CC=C1 (bis(dibenzylidene acetone) palladium). Run in C1(=CC=CC=C1)C (toluene). Run at temperature 80 celsius. Yields the product C1(=CC=CC=C1)N(C1=CC=C(C=C1)N(C1=CC=CC=C1)C=1C=CC=2N(C3=CC=CC=C3C2C1)C1=CC=CC=C1)C1=CC=CC=C1 (3-[N-(4-diphenylaminophenyl)-N-phenylamino]-9-phenylcarbazole). The yield is 65.0%. Reaction SMILES: [C:1]1([N:7]([C:21]2[CH:26]=[CH:25][CH:24]=[CH:23][CH:22]=2)[C:8]2[CH:13]=[CH:12][C:11]([NH:14][C:15]3[CH:20]=[CH:19][CH:18]=[CH:17][CH:16]=3)=[CH:10][CH:9]=2)[CH:6]=[CH:5][CH:4]=[CH:3][CH:2]=1.[CH3:27][C:28]([CH3:31])([O-])[CH3:29].[Na+]>[Pd].C(=CC(C=CC1C=CC=CC=1)=O)C1C=CC=CC=1.C(=CC(C=CC1C=CC=CC=1)=O)C1C=CC=CC=1.C1(C)C=CC=CC=1>[C:1]1([N:7]([C:21]2[CH:26]=[CH:25][CH:24]=[CH:23][CH:22]=2)[C:8]2[CH:13]=[CH:12][C:11]([N:14]([C:20]3[CH:15]=[CH:16][C:27]4[N:7]([C:1]5[CH:6]=[CH:5][CH:4]=[CH:3][CH:2]=5)[C:8]5[C:29]([C:28]=4[CH:31]=3)=[CH:12][CH:11]=[CH:10][CH:9]=5)[C:15]3[CH:20]=[CH:19][CH:18]=[CH:17][CH:16]=3)=[CH:10][CH:9]=2)[CH:6]=[CH:5][CH:4]=[CH:3][CH:2]=1 |f:1.2,3.4.5|. Procedure details: Specifically, 627.64 mg (1.7 mmol) of 3-iodine-9-phenylcarbazole, 672.86 mg (2.0 mmol) of N-(4-diphenylaminophenyl)-N-phenylamine, 57.5 mg (0.1 mmol) of bis(dibenzylidene acetone) palladium and 335 mg (3.5 mmol) of sodium tert-butoxide were mixed in a three-neck flask. Nitrogen was substituted for air inside of the three-neck flask. Then, 3.5 ml of dehydrated toluene was added in the mixture in the three-neck flask, and degassed for about 3 minutes. Subsequently, 0.4 ml of tri-tert-butyl phosphi... Reactants: Example 1 ( b ), C(Cl)(Cl)Cl.CO (chloroform methanol), CC1=NN(C(C2=CC3=C(C=C12)OCCO3)=O)CCCCl (1-[4-methyl-6,7-ethylenedioxy-1(2H)-phthalazinone-2-yl]-3-chloro-propane), COC=1C=C(C=CC1OC)CCNC (N-(3,4-dimethoxy-phenylethyl)-N-methyl-amine). The solvent is ClC1=CC=CC=C1 (chlorobenzene). The product is CN(CCC1=CC(=C(C=C1)OC)OC)CCC (3-[N-methyl-N-(2-(3,4-dimethoxy-phenyl)-ethyl)-amino]-propane). Reaction SMILES: [CH3:1][C:2]1[C:11]2[C:6](=[CH:7][C:8]3[O:15][CH2:14][CH2:13][O:12][C:9]=3[CH:10]=2)C(=O)N(CCCCl)N=1.COC1C=[C:25]([CH2:31][CH2:32][NH:33][CH3:34])C=CC=1OC.C(Cl)(Cl)Cl.CO>ClC1C=CC=CC=1>[CH3:34][N:33]([CH2:32][CH2:31][CH3:25])[CH2:1][CH2:2][C:11]1[CH:6]=[CH:7][C:8]([O:15][CH3:14])=[C:9]([O:12][CH3:13])[CH:10]=1 |f:2.3|. Procedure: 1-4-Methyl-6,7-ethylenedioxy-1(2H)-phthalazinone-2-yl]-3-[N-methyl-N-(2-(3,4-dimethoxy-phenyl)-ethyl)-amino]-propane was prepared analogous to Example 1 (b) by reaction of 1-[4-methyl-6,7-ethylenedioxy-1(2H)-phthalazinone-2-yl]-3-chloro-propane with N-(3,4-dimethoxy-phenylethyl)-N-methyl-amine in chlorobenzene. Yellow oil. Rf -value (chloroform/methanol = 9/1) : 0.7.